Dataset: the Open Reaction Database (ORD), a public repository of structured organic reaction records. Task: describe an organic reaction: reactants, conditions, products, and yield Reactants: C(C)(C)(C)OC(=O)N[C@@H]1CC=2C=CC(=CC2CC1)C(=O)O ((S)-6-tert-butoxycarbonylamino-5,6,7,8-tetrahydronaphthalene-2-carboxylic acid), COC1=CC=C(CNCC2CCOCC2)C=C1 ((4-methoxybenzyl)(tetrahydropyran-4-ylmethyl)amine). Product: C(C)(C)(C)OC(N[C@@H]1CC2=CC=C(C=C2CC1)C(N(CC1CCOCC1)CC1=CC=C(C=C1)OC)=O)=O ({(S)-6-[(4-Methoxybenzyl)(tetrahydropyran-4-ylmethyl)carbamoyl]-1,2,3,4-tetrahydronaphthalen-2-yl}carbamic acid tert-butyl ester). As a reaction SMILES: [C:1]([O:5][C:6]([NH:8][C@H:9]1[CH2:18][CH2:17][C:16]2[CH:15]=[C:14]([C:19]([OH:21])=O)[CH:13]=[CH:12][C:11]=2[CH2:10]1)=[O:7])([CH3:4])([CH3:3])[CH3:2].[CH3:22][O:23][C:24]1[CH:38]=[CH:37][C:27]([CH2:28][NH:29][CH2:30][CH:31]2[CH2:36][CH2:35][O:34][CH2:33][CH2:32]2)=[CH:26][CH:25]=1>>[C:1]([O:5][C:6](=[O:7])[NH:8][C@H:9]1[CH2:18][CH2:17][C:16]2[C:11](=[CH:12][CH:13]=[C:14]([C:19](=[O:21])[N:29]([CH2:28][C:27]3[CH:26]=[CH:25][C:24]([O:23][CH3:22])=[CH:38][CH:37]=3)[CH2:30][CH:31]3[CH2:36][CH2:35][O:34][CH2:33][CH2:32]3)[CH:15]=2)[CH2:10]1)([CH3:4])([CH3:3])[CH3:2]. Procedure details: According to method G, (S)-6-tert-butoxycarbonylamino-5,6,7,8-tetrahydronaphthalene-2-carboxylic acid was reacted with (4-methoxybenzyl)(tetrahydropyran-4-ylmethyl)amine. The crude product was purified by chromatography on silica gel (eluent: 30% n-heptane in ethyl acetate). The product was thus obtained with the molecular weight of 508.66 (C30H40N2O5); MS (ESI): 509 (M+H+). Yield: 78.6%. RXN SMILES: [CH2:1]([OH:8])[C:2]1[CH:7]=[CH:6][CH:5]=[CH:4][CH:3]=1.C([Li])CCC.[C:14]([O:18][C:19]([N:21]1[CH:25]=[C:24]([CH2:26][CH:27]([C:39]2[CH:44]=[CH:43][C:42]3[O:45][CH2:46][O:47][C:41]=3[CH:40]=2)[C:28](N2[C@@H](C(C)C)COC2=O)=[O:29])[N:23]=[C:22]1[CH2:48][CH2:49][CH2:50][CH3:51])=[O:20])([CH3:17])([CH3:16])[CH3:15]>O1CCCC1>[C:14]([O:18][C:19]([N:21]1[CH:25]=[C:24]([CH2:26][CH:27]([C:39]2[CH:44]=[CH:43][C:42]3[O:45][CH2:46][O:47][C:41]=3[CH:40]=2)[C:28]([O:8][CH2:1][C:2]2[CH:7]=[CH:6][CH:5]=[CH:4][CH:3]=2)=[O:29])[N:23]=[C:22]1[CH2:48][CH2:49][CH2:50][CH3:51])=[O:20])([CH3:17])([CH3:16])[CH3:15]. Reactants: C(C1=CC=CC=C1)O (benzyl alcohol), C(CCC)[Li] (n-butyl lithium), C(C)(C)(C)OC(=O)N1C(=NC(=C1)CC(C(=O)N1C(OC[C@@H]1C(C)C)=O)C1=CC2=C(C=C1)OCO2)CCCC ((4S)-3-[3-(1-tert-butoxycarbonyl-2-n-butylimidazol-4-yl)-2-(3,4-methylenedioxyphenyl)propionyl]-4-isopropyloxazolidin-2-one). Conditions: time 20 minute. The product is C(C)(C)(C)OC(=O)N1C(=NC(=C1)CC(C(=O)OCC1=CC=CC=C1)C1=CC2=C(C=C1)OCO2)CCCC (benzyl 3-(1-tert-butoxycarbonyl-2-n-butylimidazol-4-yl)-2-(3,4-methylenedioxyphenyl)propionate). Run in O1CCCC1 (tetrahydrofuran). Procedure: To a solution of benzyl alcohol (1.29 g) in tetrahydrofuran (60 ml) was added dropwise n-butyl lithium (6.6 ml, 1.6M n-hexane solution) at 2-8° C. and the mixture was stirred for 20 minutes. A solution of (4S)-3-[3-(1-tert-butoxycarbonyl-2-n-butylimidazol-4-yl)-2-(3,4-methylenedioxyphenyl)propionyl]-4-isopropyloxazolidin-2-one (4.86 g) was added dropwise to the mixture and the resulting solution was stirred at 2° C. for 2 hours. The reaction was quenched with saturated ammonium chloride aqueous ... Starting materials: ClC=1C=2N(C=CC1)C(=C(N2)C(C)C)I (8-chloro-3-iodo-2-isopropylimidazo[1,2-a]pyridine), FC=1C=CC\2=C(OCC3=C(/C2=C(\C#N)/C)C=CC(=C3)C=O)C1 ((E)-2-(3-fluoro-8-formyldibenzo[b,e]oxepin-11(6H)-ylidene)propanenitrile). Yields the product ClC=1C=2N(C=CC1)C(=C(N2)C(C)C)C(C2=CC1=C(/C(/C3=C(OC1)C=C(C=C3)F)=C(\C#N)/C)C=C2)O ((E)-2-{8-[(8-chloro2-isopropylimidazo[1,2-a]pyridin-3-yl)(hydroxy)methyl]-3-fluorodibenzo[b,e]oxepin-11(6H)-ylidene}propanenitrile). Yield: 51.0%. As a reaction SMILES: [Cl:1][C:2]1[C:3]2[N:4]([C:8](I)=[C:9]([CH:11]([CH3:13])[CH3:12])[N:10]=2)[CH:5]=[CH:6][CH:7]=1.[F:15][C:16]1[CH:17]=[CH:18][C:19]2=[C:20]([CH:36]=1)[O:21][CH2:22][C:23]1[CH:33]=[C:32]([CH:34]=[O:35])[CH:31]=[CH:30][C:24]=1/[C:25]/2=[C:26](/[CH3:29])\[C:27]#[N:28]>>[Cl:1][C:2]1[C:3]2[N:4]([C:8]([CH:34]([OH:35])[C:32]3[CH:31]=[CH:30][C:24]4/[C:25](=[C:26](/[CH3:29])\[C:27]#[N:28])/[C:19]5[CH:18]=[CH:17][C:16]([F:15])=[CH:36][C:20]=5[O:21][CH2:22][C:23]=4[CH:33]=3)=[C:9]([CH:11]([CH3:13])[CH3:12])[N:10]=2)[CH:5]=[CH:6][CH:7]=1. Procedure details: [step 2] Using 8-chloro-3-iodo-2-isopropylimidazo[1,2-a]pyridine (393 mg, 1.23 mmol) obtained in step 1 and (E)-2-(3-fluoro-8-formyldibenzo[b,e]oxepin-11(6H)-ylidene)propanenitrile (300 mg, 1.02 mmol) obtained in Reference Example 5, and in the same manner as in Reference Example 8A, step 3, (E)-2-{8-[(8-chloro2-isopropylimidazo[1,2-a]pyridin-3-yl)(hydroxy)methyl]-3-fluorodibenzo[b,e]oxepin-11(6H)-ylidene}propanenitrile (254 mg, 51%) was obtained. The reactants are CC(C)(C)[O-], ClCCOCCCl, N#CCc1cccc(F)c1, [K+], CN(C)C=O. Product: N#CC1(c2cccc(F)c2)CCOCC1. RXN SMILES: [CH3:1][C:2]([CH3:3])([O-:4])[CH3:5].[Cl:17][CH2:18][CH2:19][O:20][CH2:21][CH2:22][Cl:23].[F:7][c:8]1[cH:9][c:10]([CH2:14][C:15]#[N:16])[cH:11][cH:12][cH:13]1.[K+:6].[O:24]=[CH:25][N:26]([CH3:27])[CH3:28]>>[F:7][c:8]1[cH:9][c:10]([C:14]2([C:15]#[N:16])[CH2:18][CH2:19][O:20][CH2:21][CH2:22]2)[cH:11][cH:12][cH:13]1.